From a dataset of the Open Reaction Database (ORD), a public repository of structured organic reaction records. describe an organic reaction: reactants, conditions, products, and yield Reactants: N#Cc1ccc(Br)cc1, [Cl-], CN1CCC(Cl)CC1, [Mg], [NH4+], C1CCOC1, O. The product is CN1CCC(C(=O)c2ccc(Br)cc2)CC1. Reaction SMILES: [Br:10][c:11]1[cH:12][cH:13][c:14]([C:15]#[N:16])[cH:17][cH:18]1.[Cl-:19].[Cl:1][CH:2]1[CH2:3][CH2:4][N:5]([CH3:8])[CH2:6][CH2:7]1.[Mg:9].[NH4+:20].[O:22]1[CH2:23][CH2:24][CH2:25][CH2:26]1.[OH2:21]>>[CH:2]1([C:15]([c:14]2[cH:13][cH:12][c:11]([Br:10])[cH:18][cH:17]2)=[O:21])[CH2:3][CH2:4][N:5]([CH3:8])[CH2:6][CH2:7]1.